The task is: describe an organic reaction: reactants, conditions, products, and yield. This data is from the Open Reaction Database (ORD), a public repository of structured organic reaction records. Reactants: O=C(n1ccnc1)n1ccnc1, NCc1ccc(Cl)cc1, CN1CCc2cc(I)cc3c(=O)c(C(=O)O)cn1c23, C1CCOC1. Yields the product CN1CCc2cc(I)cc3c(=O)c(C(=O)NCc4ccc(Cl)cc4)cn1c23. RXN SMILES: [C:20]([n:21]1[cH:22][cH:23][n:24][cH:25]1)([n:26]1[cH:27][cH:28][n:29][cH:30]1)=[O:31].[Cl:32][c:33]1[cH:34][cH:35][c:36]([CH2:37][NH2:38])[cH:39][cH:40]1.[I:1][c:2]1[cH:3][c:4]2[c:9]3[n:8]([cH:14][c:13]([C:15](=[O:16])[OH:17])[c:12](=[O:18])[c:10]3[cH:11]1)[N:7]([CH3:19])[CH2:6][CH2:5]2.[O:41]1[CH2:42][CH2:43][CH2:44][CH2:45]1>>[I:1][c:2]1[cH:3][c:4]2[c:9]3[n:8]([cH:14][c:13]([C:15](=[O:16])[NH:38][CH2:37][c:36]4[cH:35][cH:34][c:33]([Cl:32])[cH:40][cH:39]4)[c:12](=[O:18])[c:10]3[cH:11]1)[N:7]([CH3:19])[CH2:6][CH2:5]2.